From a dataset of the Open Reaction Database (ORD), a public repository of structured organic reaction records. describe an organic reaction: reactants, conditions, products, and yield Reactants: CC1=C(C=CC(=C1)N1CC(CC1)N1C(CCC1)C)N (2-methyl-4-(2-methyl-[1,3′]bipyrrolidinyl-1′-yl)-phenylamine), O1C=NC=C1C1=CC=C(C(=O)Cl)C=C1 (4-oxazol-5-yl-benzoyl chloride). The product is CC1=C(C=CC(=C1)N1CC(CC1)N1C(CCC1)C)NC(C1=CC=C(C=C1)C1=CN=CO1)=O (N-[2-Methyl-4-(2-methyl-[1,3′]bipyrrolidinyl-1′-yl)-phenyl]-4-oxazol-5-yl-benzamide). RXN SMILES: [CH3:1][C:2]1[CH:7]=[C:6]([N:8]2[CH2:12][CH2:11][CH:10]([N:13]3[CH2:17][CH2:16][CH2:15][CH:14]3[CH3:18])[CH2:9]2)[CH:5]=[CH:4][C:3]=1[NH2:19].[O:20]1[C:24]([C:25]2[CH:33]=[CH:32][C:28]([C:29](Cl)=[O:30])=[CH:27][CH:26]=2)=[CH:23][N:22]=[CH:21]1>>[CH3:1][C:2]1[CH:7]=[C:6]([N:8]2[CH2:12][CH2:11][CH:10]([N:13]3[CH2:17][CH2:16][CH2:15][CH:14]3[CH3:18])[CH2:9]2)[CH:5]=[CH:4][C:3]=1[NH:19][C:29](=[O:30])[C:28]1[CH:27]=[CH:26][C:25]([C:24]2[O:20][CH:21]=[N:22][CH:23]=2)=[CH:33][CH:32]=1. Procedure: The title compound was prepared in a manner substantially the same as example 1 by coupling 2-methyl-4-(2-methyl-[1,3′]bipyrrolidinyl-1′-yl)-phenylamine with 4-oxazol-5-yl-benzoyl chloride. MS: 431.3 (M+H). Starting materials: OCC1=CC(C(C=N1)OCC1=CC=C(C=C1)OC)=O (6-hydroxymethyl-3-(p-methoxybenzyl)oxy-4-pyridone), O (water), C([O-])([O-])=O.[K+].[K+] (potassium carbonate), COC1=CC=C(CCl)C=C1 (p-methoxybenzyl chloride). Solvent: CN(C=O)C (dimethyl-formamide), ClCCl (dichloromethane). Reaction conditions: time 40 hour. Yields the product OCC1=CC(C(=CN1CC1=CC=C(C=C1)OC)OCC1=CC=C(C=C1)OC)=O (6-hydroxymethyl-3-(p-methoxybenzyl)oxy-1-(p-methoxybenzyl)-4-pyridone), OCC1=CC(=C(C=N1)OCC1=CC=C(C=C1)OC)OCC1=CC=C(C=C1)OC (6-hydroxymethyl-3,4-bis[(p-methoxybenzyl)oxy]-pyridine). As a reaction SMILES: [OH:1][CH2:2][C:3]1[N:8]=[CH:7][CH:6]([O:9][CH2:10][C:11]2[CH:16]=[CH:15][C:14]([O:17][CH3:18])=[CH:13][CH:12]=2)[C:5](=[O:19])[CH:4]=1.C(=O)([O-])[O-].[K+].[K+].[CH3:26][O:27][C:28]1[CH:35]=[CH:34][C:31]([CH2:32]Cl)=[CH:30][CH:29]=1.O>CN(C)C=O.ClCCl>[OH:1][CH2:2][C:3]1[N:8]([CH2:32][C:31]2[CH:34]=[CH:35][C:28]([O:27][CH3:26])=[CH:29][CH:30]=2)[CH:7]=[C:6]([O:9][CH2:10][C:11]2[CH:16]=[CH:15][C:14]([O:17][CH3:18])=[CH:13][CH:12]=2)[C:5](=[O:19])[CH:4]=1.[OH:1][CH2:2][C:3]1[N:8]=[CH:7][C:6]([O:9][CH2:10][C:11]2[CH:16]=[CH:15][C:14]([O:17][CH3:18])=[CH:13][CH:12]=2)=[C:5]([O:19][CH2:32][C:31]2[CH:34]=[CH:35][C:28]([O:27][CH3:26])=[CH:29][CH:30]=2)[CH:4]=1 |f:1.2.3|. Procedure: To a suspension of 2.613 g of 6-hydroxymethyl-3-(p-methoxybenzyl)oxy-4-pyridone in 100 ml of dimethyl-formamide were added sequentially 2.073 g of potassium carbonate and 2.35 g of p-methoxybenzyl chloride, and the mixture is stirred at room temperature for 40 hours. The reaction mixture is added to 200 ml of water and 400 ml of dichloromethane, and the organic layer is washed with 200 ml of water. The organic layer is dried over anhydrous magnesium sulfate, condensed under reduced pressure and ... Reactants: C1(=CC=CC=C1)C1=CC=C(CCl)C=C1 (4-phenylbenzylchloride), C1=CC=CC=2C3=CC=CC=C3NC12 (Carbazole), [H-].[Na+] (sodium hydride), suspension, O (Water). Run in CN(C)C=O (N,N'-dimethylformamide), CN(C)C=O (N,N'-dimethylformamide). Reaction conditions: time 0.5 hour. Yields the product C1(=CC=C(C=C1)CN1C2=CC=CC=C2C=2C=CC=CC12)C1=CC=CC=C1 (9-(biphenyl-4-ylmethyl)-9H-carbazole). Yield: 97.3%. RXN SMILES: [CH:1]1[C:13]2[NH:12][C:11]3[C:6](=[CH:7][CH:8]=[CH:9][CH:10]=3)[C:5]=2[CH:4]=[CH:3][CH:2]=1.[H-].[Na+].[C:16]1([C:22]2[CH:29]=[CH:28][C:25]([CH2:26]Cl)=[CH:24][CH:23]=2)[CH:21]=[CH:20][CH:19]=[CH:18][CH:17]=1.O>CN(C=O)C>[C:22]1([C:16]2[CH:17]=[CH:18][CH:19]=[CH:20][CH:21]=2)[CH:23]=[CH:24][C:25]([CH2:26][N:12]2[C:11]3[CH:10]=[CH:9][CH:8]=[CH:7][C:6]=3[C:5]3[C:13]2=[CH:1][CH:2]=[CH:3][CH:4]=3)=[CH:28][CH:29]=1 |f:1.2|. Procedure: Carbazole (8.25 g, 49 mmol) was dissolved in N,N'-dimethylformamide (100 ml). Under a atmosphere of nitrogen was added sodium hydride (2.56 g, 64 mmol of a 60% suspension in mineral oil) in portion during 15 minutes. The mixture was then stirred at room temperature for 0.5 h. To the resulting mixture was added 4-phenylbenzylchloride (10 g, 49 mmol) in portions during 10 minutes. Then additional N,N'-dimethylformamide (100 ml) was added and the mixture was stirred at room temperature for 3.5 h. W... Reactants: C=C(C(=O)O)c1ccc2cc(OC)ccc2c1, CO, NC(C1CCCCC1)C1CCCCC1, [H][H]. Product: COc1ccc2cc(C(C)C(=O)O)ccc2c1. Reaction SMILES: [CH3:1][O:2][c:3]1[cH:4][c:5]2[cH:6][cH:7][c:8]([C:13]([C:14](=[O:15])[OH:16])=[CH2:17])[cH:9][c:10]2[cH:11][cH:12]1.[CH3:34][OH:35].[CH:18]1([CH:19]([NH2:20])[CH:21]2[CH2:22][CH2:23][CH2:24][CH2:25][CH2:26]2)[CH2:27][CH2:28][CH2:29][CH2:30][CH2:31]1.[H:32][H:33]>>[CH3:1][O:2][c:3]1[cH:4][c:5]2[cH:6][cH:7][c:8]([CH:13]([C:14](=[O:15])[OH:16])[CH3:17])[cH:9][c:10]2[cH:11][cH:12]1. The reactants are ClS(=O)(=O)C1=CC=C(C(=O)OC)C=C1 (methyl 4-(chlorosulfonyl)benzoate), CN1N=NC2=C1C=CC(=C2)CN ((1-methyl-1H-benzo[d][1,2,3]triazol-5-yl)methanamine). The product is CN1N=NC2=C1C=CC(=C2)CNS(=O)(=O)C2=CC=C(C(=O)OC)C=C2 (Methyl 4-(N-((1-methyl-1H-benzo[d][1,2,3]triazol-5-yl)methyl)sulfamoyl)benzoate). As a reaction SMILES: Cl[S:2]([C:5]1[CH:14]=[CH:13][C:8]([C:9]([O:11][CH3:12])=[O:10])=[CH:7][CH:6]=1)(=[O:4])=[O:3].[CH3:15][N:16]1[C:20]2[CH:21]=[CH:22][C:23]([CH2:25][NH2:26])=[CH:24][C:19]=2[N:18]=[N:17]1>>[CH3:15][N:16]1[C:20]2[CH:21]=[CH:22][C:23]([CH2:25][NH:26][S:2]([C:5]3[CH:14]=[CH:13][C:8]([C:9]([O:11][CH3:12])=[O:10])=[CH:7][CH:6]=3)(=[O:4])=[O:3])=[CH:24][C:19]=2[N:18]=[N:17]1. Reported procedure: The titled compound was prepared according to the procedure described in step-1 of Example 1 from methyl 4-(chlorosulfonyl)benzoate and (1-methyl-1H-benzo[d][1,2,3]triazol-5-yl)methanamine. Reactants: FC1=C(C=C(C(=C1)C1=CC=C2C(=NNC2=C1)C=1NC2=C(CNCC2)N1)CC(F)(F)F)O (2-fluoro-4-[3-(4,5,6,7-tetrahydro-1H-imidazo[4,5-c]pyridin-2-yl)-1H-indazol-6-yl]-5-(2,2,2-trifluoro-ethyl)-phenol), N1=CC(=CC2=CC=CC=C12)C=O (quinoline-3-carbaldehyde). Product: FC1=C(C=C(C(=C1)C1=CC=C2C(=NNC2=C1)C1=NC2=C(CCN(C2)CC=2C=NC3=CC=CC=C3C2)N1)CC(F)(F)F)O (2-Fluoro-4-[3-(5-quinolin-3-ylmethyl-4,5,6,7-tetrahydro-1H-imidazo[4,5-d]pyridin-2-yl)-1H-indazol-6-yl]-5-(2,2,2-trifluoro-ethyl)-phenol). As a reaction SMILES: [F:1][C:2]1[CH:7]=[C:6]([C:8]2[CH:16]=[C:15]3[C:11]([C:12]([C:17]4[NH:18][C:19]5[CH2:24][CH2:23][NH:22][CH2:21][C:20]=5[N:25]=4)=[N:13][NH:14]3)=[CH:10][CH:9]=2)[C:5]([CH2:26][C:27]([F:30])([F:29])[F:28])=[CH:4][C:3]=1[OH:31].[N:32]1[C:41]2[C:36](=[CH:37][CH:38]=[CH:39][CH:40]=2)[CH:35]=[C:34]([CH:42]=O)[CH:33]=1>>[F:1][C:2]1[CH:7]=[C:6]([C:8]2[CH:16]=[C:15]3[C:11]([C:12]([C:17]4[NH:18][C:19]5[CH2:24][CH2:23][N:22]([CH2:42][C:34]6[CH:33]=[N:32][C:41]7[C:36]([CH:35]=6)=[CH:37][CH:38]=[CH:39][CH:40]=7)[CH2:21][C:20]=5[N:25]=4)=[N:13][NH:14]3)=[CH:10][CH:9]=2)[C:5]([CH2:26][C:27]([F:28])([F:29])[F:30])=[CH:4][C:3]=1[OH:31]. Procedure details: The title compound was prepared from 2-fluoro-4-[3-(4,5,6,7-tetrahydro-1H-imidazo[4,5-c]pyridin-2-yl)-1H-indazol-6-yl]-5-(2,2,2-trifluoro-ethyl)-phenol (100 mg, 0.21 mmol) and quinoline-3-carbaldehyde (72.9 mg, 0.46 mmol) using the method of Example 51. The crude material was purified initially over silica and finally by Prep TLC (Mobile Phase: 10% MeOH-DCM) to afford the title compound as an off white solid in 27.8% yield, 34 mg. Starting materials: N1CCOCC1 (morpholine), C(C)(C)N(CC)C(C)C (diisopropylethylamine), FC1=CC(=CC(=C1)[N+](=O)[O-])F (2,6-difluoro-4-nitrobenzene). The solvent is C(C)#N (acetonitrile), C(C)#N (acetonitrile). Product: FC=1C=C(C=C(C1N1CCOCC1)F)[N+](=O)[O-] (3,5-difluoro-4-morpholinyl-nitrobenzene). Yield: 47.4%. Reaction SMILES: [NH:1]1[CH2:6][CH2:5][O:4][CH2:3][CH2:2]1.C(N(C(C)C)CC)(C)C.[F:16][C:17]1[CH:22]=[C:21]([N+:23]([O-:25])=[O:24])[CH:20]=[C:19]([F:26])[CH:18]=1>C(#N)C>[F:16][C:17]1[CH:22]=[C:21]([N+:23]([O-:25])=[O:24])[CH:20]=[C:19]([F:26])[C:18]=1[N:1]1[CH2:6][CH2:5][O:4][CH2:3][CH2:2]1. Reported procedure: To a solution of 1.468 g of morpholine and 3.0 mL of diisopropylethylamine in 80 mL of acetonitrile was added a solution of 5.019 g of 2,6-difluoro-4-nitrobenzene (trifluoromethane) sulfonate in 10 mL of acetonitrile. The mixture was heated to reflux for 5 hours, then cooled and concentrated in vacuo. The residue was purified on a silica gel column (3 cm tall, 10 cm diam), eluting with 25% ethyl acetate/hexanes (v/v) and then 2% acetic acid/25% ethyl acetate/hexanes to give 1.95 g of an orange o... Reactants: BrCCBr, Cc1cc(Br)c(O)c(Br)c1, CCO, [K+], [OH-]. Product: Cc1cc(Br)c(OCCBr)c(Br)c1. As a reaction SMILES: [Br:11][CH2:12][CH2:13][Br:14].[Br:1][c:2]1[c:3]([OH:10])[c:4]([Br:9])[cH:5][c:6]([CH3:8])[cH:7]1.[CH3:17][CH2:18][OH:19].[K+:16].[OH-:15]>>[Br:1][c:2]1[c:3]([O:10][CH2:13][CH2:12][Br:11])[c:4]([Br:9])[cH:5][c:6]([CH3:8])[cH:7]1.